Dataset: the Open Reaction Database (ORD), a public repository of structured organic reaction records. Task: describe an organic reaction: reactants, conditions, products, and yield Reactants: C1(=CC=CC=C1)C=1C=C(C(=O)O)C=CC1 (3-phenylbenzoic acid), CC1=CC=C(CN)C=C1 (4-methylbenzylamine). The product is CC1=CC=C(CNC(=O)C=2C=C(C=CC2)C2=CC=CC=C2)C=C1 (Biphenyl-3-carboxylic acid 4-methyl-benzylamide). Reaction SMILES: [C:1]1([C:7]2[CH:8]=[C:9]([CH:13]=[CH:14][CH:15]=2)[C:10]([OH:12])=O)[CH:6]=[CH:5][CH:4]=[CH:3][CH:2]=1.[CH3:16][C:17]1[CH:24]=[CH:23][C:20]([CH2:21][NH2:22])=[CH:19][CH:18]=1>>[CH3:16][C:17]1[CH:24]=[CH:23][C:20]([CH2:21][NH:22][C:10]([C:9]2[CH:8]=[C:7]([C:1]3[CH:2]=[CH:3][CH:4]=[CH:5][CH:6]=3)[CH:15]=[CH:14][CH:13]=2)=[O:12])=[CH:19][CH:18]=1. Reported procedure: Using preparation method 1, 3-phenylbenzoic acid (125 mg, 0.63 mmol) was reacted with 4-methylbenzylamine (96 mg, 0.7 mmol). The product was purified by flash chromatography on SiO2 using CH2Cl2/hexanes 50:50 then CH2Cl2 100%. White crystals were obtained (115 mg, 58%). NMR 1H (ppm, CDCl3): 7.99 (s, 1H), 7.73-7.69 (m, 2H), 7.58 (dd, J3=7.0 Hz, J4=1.4 Hz, 2H), 7.48 (t, J3=7.8 Hz, 1H), 7.43 (t, J3=7.6 Hz, 2H), 7.35 (tt, J3=7.2 Hz, J4=2.4 Hz, 1H), 7.29 (d, J3=8.6 Hz, 2H), 6.88 (d, J3=8.7 Hz, 2H), 6... The reactants are FC1=CC=C(C(=O)C=2NC(NC2C)=O)C=C1 (1,3-dihydro-4-(4-fluorobenzoyl)-5-methyl-2H-imidazol-2-one), aqueous solution, CNC (dimethylamine). The solvent is C(C)O (ethanol). Product: CN(C1=CC=C(C(=O)C=2NC(NC2C)=O)C=C1)C (1,3-Dihydro-4-[4-(dimethylamino)benzoyl]-5-methyl-2H-imidazol-2-one). RXN SMILES: F[C:2]1[CH:16]=[CH:15][C:5]([C:6]([C:8]2[NH:9][C:10](=[O:14])[NH:11][C:12]=2[CH3:13])=[O:7])=[CH:4][CH:3]=1.[CH3:17][NH:18][CH3:19]>C(O)C>[CH3:17][N:18]([CH3:19])[C:2]1[CH:16]=[CH:15][C:5]([C:6]([C:8]2[NH:9][C:10](=[O:14])[NH:11][C:12]=2[CH3:13])=[O:7])=[CH:4][CH:3]=1. Reported procedure: A mixture of 11.0 g (0.05 mole) of 1,3-dihydro-4-(4-fluorobenzoyl)-5-methyl-2H-imidazol-2-one, 100 ml of 30% aqueous solution of dimethylamine and 200 ml of ethanol is heated in a pressure bomb at 130°-135° C. for 22 hours. The mixture is cooled, the solid is collected and recrystallized from isopropanol-water to give the title compound. M.P. >310° C. λ(max)(methanol) 364 nm (ε=23,300). Starting materials: [OH-].[Na+] (NaOH), [H-].[H-].[H-].[H-].[Li+].[Al+3] (LiAlH4), C1OC=2C=C(C=CC2O1)CCC(=O)N (3-(3,4-methylenedioxyphenyl)propanamide). Run in O1CCCC1 (tetrahydrofuran), O1CCCC1 (tetrahydrofuran), O (water). Product: C1OC=2C=C(C=CC2O1)CCCN (3-(3,4-methylenedioxyphenyl) propylamine). Yield: 84.6%. RXN SMILES: [CH2:1]1[O:9][C:8]2[CH:7]=[CH:6][C:5]([CH2:10][CH2:11][C:12]([NH2:14])=O)=[CH:4][C:3]=2[O:2]1.[H-].[H-].[H-].[H-].[Li+].[Al+3].[OH-].[Na+]>O1CCCC1.O>[CH2:1]1[O:9][C:8]2[CH:7]=[CH:6][C:5]([CH2:10][CH2:11][CH2:12][NH2:14])=[CH:4][C:3]=2[O:2]1 |f:1.2.3.4.5.6,7.8|. Reported procedure: 6.0 g of the above amide was dissolved in 100 ml of dry tetrahydrofuran, which was added dropwise to a suspension of 2.4 g of LiAlH4 in 150 ml of dry tetrahydrofuran. The reaction mixture was refluxed for 2 hours and 10 ml of 1N NaOH was added thereto. The mixture was filtered through a Celite layer to give solids, which were dissolved in 200 ml of distilled water. This solution was extracted twice with 200 ml of ethyl ether. The combined organic phase was dried over magnesium sulfate, concentra... Starting materials: O=C([O-])[O-], C=CCc1ccc(OCC2CO2)c(OC)c1, [Na+], [Na+], O. The product is C=CCc1ccc(OCC(O)CO)c(OC)c1. As a reaction SMILES: [C:17]([O-:18])(=[O:19])[O-:20].[CH2:1]([CH:2]1[CH2:3][O:4]1)[O:5][c:6]1[c:7]([O:15][CH3:16])[cH:8][c:9]([CH2:12][CH:13]=[CH2:14])[cH:10][cH:11]1.[Na+:21].[Na+:22].[OH2:23]>>[CH2:1]([CH:2]([CH2:3][OH:18])[OH:4])[O:5][c:6]1[c:7]([O:15][CH3:16])[cH:8][c:9]([CH2:12][CH:13]=[CH2:14])[cH:10][cH:11]1. Reactants: [Cl-].[NH4+] (ammonium chloride), C(C1=CC=CC=C1)OC1=CC=C(OC2=C(C=C(C=C2)OC)[N+](=O)[O-])C=C1 (4-[4-(benzyloxy)phenoxy]-3-nitroanisole). Reagents/catalysts: [Fe] (iron). The solvent is O (water), C(C)O (ethanol). Reaction conditions: time 30 minute. The product is Cl.C(C1=CC=CC=C1)OC1=CC=C(OC2=C(N)C=C(C=C2)OC)C=C1 (2-[4-(Benzyloxy)phenoxy]-5-methoxyaniline hydrochloride). Yield: 86.5%. As a reaction SMILES: [CH2:1]([O:8][C:9]1[CH:26]=[CH:25][C:12]([O:13][C:14]2[CH:19]=[CH:18][C:17]([O:20][CH3:21])=[CH:16][C:15]=2[N+:22]([O-])=O)=[CH:11][CH:10]=1)[C:2]1[CH:7]=[CH:6][CH:5]=[CH:4][CH:3]=1.[Cl-:27].[NH4+]>C(O)C.O.[Fe]>[ClH:27].[CH2:1]([O:8][C:9]1[CH:26]=[CH:25][C:12]([O:13][C:14]2[CH:19]=[CH:18][C:17]([O:20][CH3:21])=[CH:16][C:15]=2[NH2:22])=[CH:11][CH:10]=1)[C:2]1[CH:3]=[CH:4][CH:5]=[CH:6][CH:7]=1 |f:1.2,6.7|. Reported procedure: To a solution of 4-[4-(benzyloxy)phenoxy]-3-nitroanisole (1.23 g, 3.5 mmol) in ethanol (20 ml) were added an iron powder (0.90 g, 16.1 mg-atom) and a solution of ammonium chloride (0.11 g, 2.1 mmol) in water (2 ml), followed by reflux for 3 hours. The insoluble matter was filtered, and the filtrate was poured into water, followed by extraction with ethyl acetate. The organic layer was washed with water, then with a saturated aqueous sodium chloride solution and dried, and thereafter the solvent ... The reactants are O=C(O)Cc1ccc(Br)cc1, [CH3], CN(C)C=O, CN(C)c1ccncc1, CC(C)N=C=NC(C)C, NC(=O)c1ccccc1C(=O)c1ccc(O)c([N+](=O)[O-])c1. Product: [CH3], NC(=O)c1ccccc1C(=O)c1ccc(OC(=O)Cc2ccc(Br)cc2)c([N+](=O)[O-])c1. Reaction SMILES: [Br:32][c:33]1[cH:34][cH:35][c:36]([CH2:39][C:40](=[O:41])[OH:42])[cH:37][cH:38]1.[CH3:22].[CH3:43][N:44]([CH3:45])[CH:46]=[O:47].[CH3:48][N:49]([CH3:50])[c:51]1[cH:52][cH:53][n:54][cH:55][cH:56]1.[CH:23]([N:24]=[C:25]=[N:26][CH:27]([CH3:28])[CH3:29])([CH3:30])[CH3:31].[OH:1][c:2]1[c:3]([N+:19](=[O:20])[O-:21])[cH:4][c:5]([C:6](=[O:7])[c:8]2[c:9]([C:10](=[O:11])[NH2:12])[cH:13][cH:14][cH:15][cH:16]2)[cH:17][cH:18]1>>[CH3:22].[O:1]([c:2]1[c:3]([N+:19](=[O:20])[O-:21])[cH:4][c:5]([C:6](=[O:7])[c:8]2[c:9]([C:10](=[O:11])[NH2:12])[cH:13][cH:14][cH:15][cH:16]2)[cH:17][cH:18]1)[C:40]([CH2:39][c:36]1[cH:35][cH:34][c:33]([Br:32])[cH:38][cH:37]1)=[O:41]. Yields the product Cl, COC(=O)CCc1ccc(N2CCN(c3cccc(NC(=N)N)c3)C2=O)cc1. RXN SMILES: [ClH:1].[NH2:27][C:28]#[N:29].[NH2:2][c:3]1[cH:4][c:5]([N:9]2[C:10](=[O:26])[N:11]([c:14]3[cH:15][cH:16][c:17]([CH2:20][CH2:21][C:22](=[O:23])[O:24][CH3:25])[cH:18][cH:19]3)[CH2:12][CH2:13]2)[cH:6][cH:7][cH:8]1.[O:30]1[CH2:31][CH2:32][O:33][CH2:34][CH2:35]1>>[ClH:1].[NH:2]([c:3]1[cH:4][c:5]([N:9]2[C:10](=[O:26])[N:11]([c:14]3[cH:15][cH:16][c:17]([CH2:20][CH2:21][C:22](=[O:23])[O:24][CH3:25])[cH:18][cH:19]3)[CH2:12][CH2:13]2)[cH:6][cH:7][cH:8]1)[C:28](=[NH:27])[NH2:29]. Starting materials: Cl, N#CN, COC(=O)CCc1ccc(N2CCN(c3cccc(N)c3)C2=O)cc1, C1COCCO1.